Dataset: the Open Reaction Database (ORD), a public repository of structured organic reaction records. Task: describe an organic reaction: reactants, conditions, products, and yield The reactants are OCCO, COC(=O)C1CC(=O)CCN1C(=O)OCc1ccccc1, Cc1ccc(S(=O)(=O)O)cc1, c1ccccc1. Yields the product COC(=O)C1CC2(CCN1C(=O)OCc1ccccc1)OCCO2. As a reaction SMILES: [CH2:22]([CH2:23][OH:24])[OH:25].[O:1]=[C:2]1[CH2:3][CH:4]([C:18](=[O:19])[O:20][CH3:21])[N:5]([C:8](=[O:9])[O:10][CH2:11][c:12]2[cH:13][cH:14][cH:15][cH:16][cH:17]2)[CH2:6][CH2:7]1.[c:26]1([CH3:27])[cH:28][cH:29][c:30]([S:31]([OH:32])(=[O:33])=[O:34])[cH:35][cH:36]1.[cH:37]1[cH:38][cH:39][cH:40][cH:41][cH:42]1>>[O:1]1[C:2]2([CH2:3][CH:4]([C:18](=[O:19])[O:20][CH3:21])[N:5]([C:8](=[O:9])[O:10][CH2:11][c:12]3[cH:13][cH:14][cH:15][cH:16][cH:17]3)[CH2:6][CH2:7]2)[O:24][CH2:23][CH2:22]1. Yield: 22.9%. Reaction SMILES: [Cl:1][C:2]1[CH:19]=[CH:18][C:5]([C:6]([C:8]2[CH:13]=[CH:12][C:11]([S:14]([CH3:17])(=[O:16])=[O:15])=[CH:10][CH:9]=2)=O)=[CH:4][CH:3]=1.[C:20]1([C:26]2[O:27][C:28](=[O:31])[CH2:29][N:30]=2)[CH:25]=[CH:24][CH:23]=[CH:22][CH:21]=1.N1C=CC=CC=1.O>C(Cl)(Cl)(Cl)Cl.O1CCCC1.[Ti](Cl)(Cl)(Cl)Cl>[Cl:1][C:2]1[CH:19]=[CH:18][C:5](/[C:6](=[C:29]2/[N:30]=[C:26]([C:20]3[CH:25]=[CH:24][CH:23]=[CH:22][CH:21]=3)[O:27][C:28]/2=[O:31])/[C:8]2[CH:13]=[CH:12][C:11]([S:14]([CH3:17])(=[O:16])=[O:15])=[CH:10][CH:9]=2)=[CH:4][CH:3]=1. The solvent is C(Cl)(Cl)(Cl)Cl (carbon tetrachloride), O1CCCC1 (tetrahydrofuran), O1CCCC1 (tetrahydrofuran), O1CCCC1 (tetrahydrofuran). The product is ClC1=CC=C(C=C1)\C(\C1=CC=C(C=C1)S(=O)(=O)C)=C/1\N=C(OC1=O)C1=CC=CC=C1 ((E)-4-[1-(4-chlorophenyl)-1-[4-(methylsulphonyl)phenyl]methylene]-2-phenyl-5-oxazolone). The reactants are ClC1=CC=C(C(=O)C2=CC=C(C=C2)S(=O)(=O)C)C=C1 (4-chloro-4'-(methylsulphonyl)benzophenone), O (water), C1(=CC=CC=C1)C=1OC(CN1)=O (2-phenyl-5(4H)-oxazolone), N1=CC=CC=C1 (pyridine). Reported procedure: A solution of 11 ml of titanium tetrachloride in 27 ml of carbon tetrachloride is added dropwise at -10° C. to 110 ml of anhydrous tetrahydrofuran. Once the addition is complete, a solution of 14.7 g of 4-chloro-4'-(methylsulphonyl)benzophenone (the preparation of which is described in the document W097/37984) in 50 ml of anhydrous tetrahydrofuran is added dropwise in keeping the temperature below 0° C. A mixture of 8.05 g of 2-phenyl-5(4H)-oxazolone, 16 ml of pyridine and 25 ml of anhydrous tet... Conditions: time 2 hour. Reagents/catalysts: [Ti](Cl)(Cl)(Cl)Cl (titanium tetrachloride). The reactants are ClCCCl, Cc1cc(C)nc(C2(N)CC2)n1, CCN(C(C)C)C(C)C, ClCCl, Cl, CNC(=O)c1c(-c2ccc(F)cc2)oc2ccc(-c3cc(C(=O)O)c(OC)cc3C)cc12, On1nnc2ccccc21. Product: CNC(=O)c1c(-c2ccc(F)cc2)oc2ccc(-c3cc(C(=O)NC4(c5nc(C)cc(C)n5)CC4)c(OC)cc3C)cc12. RXN SMILES: [CH2:55]([Cl:56])[CH2:57][Cl:58].[CH3:33][c:34]1[n:35][c:36]([C:41]2([NH2:44])[CH2:42][CH2:43]2)[n:37][c:38]([CH3:40])[cH:39]1.[CH:60]([N:61]([CH:62]([CH3:63])[CH3:64])[CH2:65][CH3:66])([CH3:67])[CH3:68].[Cl:69][CH2:70][Cl:71].[ClH:59].[F:1][c:2]1[cH:3][cH:4][c:5](-[c:8]2[o:9][c:10]3[c:11]([c:12]2[C:13]([NH:14][CH3:15])=[O:16])[cH:17][c:18](-[c:21]2[c:22]([CH3:32])[cH:23][c:24]([O:30][CH3:31])[c:25]([C:26](=[O:27])[OH:28])[cH:29]2)[cH:19][cH:20]3)[cH:6][cH:7]1.[OH:45][n:46]1[c:47]2[c:48]([cH:49][cH:50][cH:51][cH:52]2)[n:53][n:54]1>>[F:1][c:2]1[cH:3][cH:4][c:5](-[c:8]2[o:9][c:10]3[c:11]([c:12]2[C:13]([NH:14][CH3:15])=[O:16])[cH:17][c:18](-[c:21]2[c:22]([CH3:32])[cH:23][c:24]([O:30][CH3:31])[c:25]([C:26](=[O:27])[NH:44][C:41]4([c:36]5[n:35][c:34]([CH3:33])[cH:39][c:38]([CH3:40])[n:37]5)[CH2:42][CH2:43]4)[cH:29]2)[cH:19][cH:20]3)[cH:6][cH:7]1.